Task: describe an organic reaction: reactants, conditions, products, and yield. Dataset: the Open Reaction Database (ORD), a public repository of structured organic reaction records Starting materials: [Br-], O=c1[nH]c(-c2cccc(Br)n2)nc2sccc12, [Zn+]Cc1ccccc1, C1CCOC1, [Pd], c1ccc(P(c2ccccc2)c2ccccc2)cc1, c1ccc(P(c2ccccc2)c2ccccc2)cc1, c1ccc(P(c2ccccc2)c2ccccc2)cc1, c1ccc(P(c2ccccc2)c2ccccc2)cc1. The product is O=c1[nH]c(-c2cccc(Cc3ccccc3)n2)nc2sccc12. RXN SMILES: [Br-:18].[Br:1][c:2]1[cH:3][cH:4][cH:5][c:6](-[c:8]2[nH:9][c:10](=[O:17])[c:11]3[c:12]([n:13]2)[s:14][cH:15][cH:16]3)[n:7]1.[CH2:19]([c:20]1[cH:21][cH:22][cH:23][cH:24][cH:25]1)[Zn+:26].[O:27]1[CH2:28][CH2:29][CH2:30][CH2:31]1.[Pd:32].[c:33]1([P:34]([c:35]2[cH:36][cH:37][cH:38][cH:39][cH:40]2)[c:41]2[cH:42][cH:43][cH:44][cH:45][cH:46]2)[cH:47][cH:48][cH:49][cH:50][cH:51]1.[c:52]1([P:53]([c:54]2[cH:55][cH:56][cH:57][cH:58][cH:59]2)[c:60]2[cH:61][cH:62][cH:63][cH:64][cH:65]2)[cH:66][cH:67][cH:68][cH:69][cH:70]1.[c:71]1([P:72]([c:73]2[cH:74][cH:75][cH:76][cH:77][cH:78]2)[c:79]2[cH:80][cH:81][cH:82][cH:83][cH:84]2)[cH:85][cH:86][cH:87][cH:88][cH:89]1.[c:90]1([P:91]([c:92]2[cH:93][cH:94][cH:95][cH:96][cH:97]2)[c:98]2[cH:99][cH:100][cH:101][cH:102][cH:103]2)[cH:104][cH:105][cH:106][cH:107][cH:108]1>>[c:2]1([CH2:19][c:20]2[cH:21][cH:22][cH:23][cH:24][cH:25]2)[cH:3][cH:4][cH:5][c:6](-[c:8]2[nH:9][c:10](=[O:17])[c:11]3[c:12]([n:13]2)[s:14][cH:15][cH:16]3)[n:7]1. The reactants are C(CCCCCCCCC)(=O)Cl (decanoyl chloride), [Si](C)(C)(C(C)(C)C)O[C@H]1[C@@H]([C@]2(C)[C@@H](C1)[C@@H]1CCC=3C=C(C=CC3[C@H]1CC2)O)O (16α-(tert-butyldimethylsilyloxy)-1,3,5(10)-estratriene-3,17β-diol). The product is [Si](C)(C)(C(C)(C)C)O[C@H]1[C@@H]([C@]2(C)[C@@H](C1)[C@@H]1CCC=3C=C(C=CC3[C@H]1CC2)OC(CCCCCCCCC)=O)OC(CCCCCCCCC)=O (16α-(tert-butyldimethylsilyloxy)-3,17β-didecanoyloxy-1,3,5(10)-estratriene). As a reaction SMILES: [C:1](Cl)(=[O:11])[CH2:2][CH2:3][CH2:4][CH2:5][CH2:6][CH2:7][CH2:8][CH2:9][CH3:10].[Si:13]([O:20][C@@H:21]1[CH2:26][C@H:25]2[C@H:27]3[C@H:36]([CH2:37][CH2:38][C@:23]2([CH3:24])[C@H:22]1[OH:40])[C:35]1[CH:34]=[CH:33][C:32]([OH:39])=[CH:31][C:30]=1[CH2:29][CH2:28]3)([C:16]([CH3:19])([CH3:18])[CH3:17])([CH3:15])[CH3:14]>>[Si:13]([O:20][C@@H:21]1[CH2:26][C@H:25]2[C@H:27]3[C@H:36]([CH2:37][CH2:38][C@:23]2([CH3:24])[C@H:22]1[O:40][C:1](=[O:11])[CH2:2][CH2:3][CH2:4][CH2:5][CH2:6][CH2:7][CH2:8][CH2:9][CH3:10])[C:35]1[CH:34]=[CH:33][C:32]([O:39][C:1](=[O:11])[CH2:2][CH2:3][CH2:4][CH2:5][CH2:6][CH2:7][CH2:8][CH2:9][CH3:10])=[CH:31][C:30]=1[CH2:29][CH2:28]3)([C:16]([CH3:19])([CH3:17])[CH3:18])([CH3:15])[CH3:14]. Reported procedure: With decanoyl chloride, under the conditions described in Example 3(a), 750 mg of 16α-(tert-butyldimethylsilyloxy)-1,3,5(10)-estratriene-3,17β-diol yields 1.10 g of 16α-(tert-butyldimethylsilyloxy)-3,17β-didecanoyloxy-1,3,5(10)-estratriene. Starting materials: [BH4-], Cc1ccc(-c2cc(C(=O)C=Cc3ccc(C(=O)O)cc3)cc(C(C)(C)C)c2OCC(C)C)cc1, CO, [Ce+3], [Cl-], [Cl-], [Cl-], [Cl-], [NH4+], [Na+], O, O, O, O, O, O, O. Yields the product Cc1ccc(-c2cc(C(O)C=Cc3ccc(C(=O)O)cc3)cc(C(C)(C)C)c2OCC(C)C)cc1. RXN SMILES: [BH4-:47].[C:1]([CH3:2])([CH3:3])([CH3:4])[c:5]1[cH:6][c:7]([C:23]([CH:24]=[CH:25][c:26]2[cH:27][cH:28][c:29]([C:30](=[O:31])[OH:32])[cH:33][cH:34]2)=[O:35])[cH:8][c:9](-[c:16]2[cH:17][cH:18][c:19]([CH3:22])[cH:20][cH:21]2)[c:10]1[O:11][CH2:12][CH:13]([CH3:14])[CH3:15].[CH3:51][OH:52].[Ce+3:44].[Cl-:43].[Cl-:45].[Cl-:46].[Cl-:49].[NH4+:50].[Na+:48].[OH2:36].[OH2:37].[OH2:38].[OH2:39].[OH2:40].[OH2:41].[OH2:42]>>[C:1]([CH3:2])([CH3:3])([CH3:4])[c:5]1[cH:6][c:7]([CH:23]([CH:24]=[CH:25][c:26]2[cH:27][cH:28][c:29]([C:30](=[O:31])[OH:32])[cH:33][cH:34]2)[OH:35])[cH:8][c:9](-[c:16]2[cH:17][cH:18][c:19]([CH3:22])[cH:20][cH:21]2)[c:10]1[O:11][CH2:12][CH:13]([CH3:14])[CH3:15]. The reactants are OCCCCCCCBr, Oc1ccc(-c2nnc(CSCCOc3ccccc3)o2)cc1. Yields the product OCCCCCCCOc1ccc(-c2nnc(CSCCOc3ccccc3)o2)cc1. RXN SMILES: [Br:24][CH2:25][CH2:26][CH2:27][CH2:28][CH2:29][CH2:30][CH2:31][OH:32].[O:1]([c:2]1[cH:3][cH:4][cH:5][cH:6][cH:7]1)[CH2:8][CH2:9][S:10][CH2:11][c:12]1[n:13][n:14][c:15](-[c:17]2[cH:18][cH:19][c:20]([OH:23])[cH:21][cH:22]2)[o:16]1>>[O:1]([c:2]1[cH:3][cH:4][cH:5][cH:6][cH:7]1)[CH2:8][CH2:9][S:10][CH2:11][c:12]1[n:13][n:14][c:15](-[c:17]2[cH:18][cH:19][c:20]([O:23][CH2:25][CH2:26][CH2:27][CH2:28][CH2:29][CH2:30][CH2:31][OH:32])[cH:21][cH:22]2)[o:16]1. Starting materials: [Br-], CCOC(=O)C=C(C)C=CC=C(C)C[P+](c1ccccc1)(c1ccccc1)c1ccccc1, Cc1sc(C)c(C=O)c1C, CN(C)C=O, CCO, [Na]. The product is CCOC(=O)C=C(C)C=CC=C(C)C=Cc1c(C)sc(C)c1C. Reaction SMILES: [Br-:11].[CH2:12]([CH3:13])[O:14][C:15](=[O:16])[CH:17]=[C:18]([CH:19]=[CH:20][CH:21]=[C:22]([CH2:23][P+:24]([c:25]1[cH:26][cH:27][cH:28][cH:29][cH:30]1)([c:31]1[cH:32][cH:33][cH:34][cH:35][cH:36]1)[c:37]1[cH:38][cH:39][cH:40][cH:41][cH:42]1)[CH3:43])[CH3:44].[CH3:1][c:2]1[s:3][c:4]([CH3:10])[c:5]([CH3:9])[c:6]1[CH:7]=[O:8].[CH3:45][N:46]([CH3:47])[CH:48]=[O:49].[CH3:51][CH2:52][OH:53].[Na:50]>>[CH3:1][c:2]1[s:3][c:4]([CH3:10])[c:5]([CH3:9])[c:6]1[CH:7]=[CH:23][C:22](=[CH:21][CH:20]=[CH:19][C:18](=[CH:17][C:15]([O:14][CH2:12][CH3:13])=[O:16])[CH3:44])[CH3:43]. Reactants: [N+](=O)([O-])C1=CC=C(OC2=CC=NC3=CC(=CC=C23)O)C=C1 (4-(4-nitrophenoxy)quinolin-7-ol), [OH-].[K+] (KOH), BrCCO (2-bromoethanol). The solvent is CN(C)C=O (DMF). Run at temperature 45 celsius, time 12 hour. Yields the product [N+](=O)([O-])C1=CC=C(OC2=CC=NC3=CC(=CC=C23)OCCO)C=C1 (2-((4-(4-nitrophenoxy)quinolin-7-yl)oxy)ethanol). The yield is 12.8%. Reaction SMILES: [N+:1]([C:4]1[CH:21]=[CH:20][C:7]([O:8][C:9]2[C:18]3[C:13](=[CH:14][C:15]([OH:19])=[CH:16][CH:17]=3)[N:12]=[CH:11][CH:10]=2)=[CH:6][CH:5]=1)([O-:3])=[O:2].[OH-].[K+].Br[CH2:25][CH2:26][OH:27]>CN(C=O)C>[N+:1]([C:4]1[CH:21]=[CH:20][C:7]([O:8][C:9]2[C:18]3[C:13](=[CH:14][C:15]([O:19][CH2:25][CH2:26][OH:27])=[CH:16][CH:17]=3)[N:12]=[CH:11][CH:10]=2)=[CH:6][CH:5]=1)([O-:3])=[O:2] |f:1.2|. Procedure details: To a solution of 4-(4-nitrophenoxy)quinolin-7-ol (2.82 g, 10 mmol) in DMF (20 mL) was added KOH pellets (1.12 g, 20 mmol) and 2-bromoethanol (1.87 g, 15 mmol) at room temperature. The reaction was then warmed up to 45° C. and stirred for 12 hours. The mixture was then concentrated in vacuo and the residue was purified by a column chromatography on silica gel (EtOAc/PE=1:1) to give the title compound as a pale yellow solid (417 mg, 12.8%).